This data is from the Open Reaction Database (ORD), a public repository of structured organic reaction records. The task is: describe an organic reaction: reactants, conditions, products, and yield Reactants: [OH-].[Na+] (Sodium hydroxide), Cl (hydrochloric acid), C(C)(=O)SCC(C(=O)NCCCCCCC(=O)OC)CC1=CC=CC=C1 ((±)-7-[[2-[(Acetylthio)methyl]-1-oxo-3-phenylpropyl]amino]heptanoic acid, methyl ester), O (water). The reagents and catalysts are [Zn] (Zinc). Run in CO (methanol), CO (methanol), CO (methanol). Product: SCC(C(=O)NCCCCCCC(=O)OC)CC1=CC=CC=C1 ((±)-7-[[2-(mercaptomethyl)-1-oxo-3-phenylpropyl]amino]heptanoic acid, methyl ester). As a reaction SMILES: C([S:4][CH2:5][CH:6]([CH2:20][C:21]1[CH:26]=[CH:25][CH:24]=[CH:23][CH:22]=1)[C:7]([NH:9][CH2:10][CH2:11][CH2:12][CH2:13][CH2:14][CH2:15][C:16]([O:18][CH3:19])=[O:17])=[O:8])(=O)C.[OH-].[Na+].O.Cl>CO.[Zn]>[SH:4][CH2:5][CH:6]([CH2:20][C:21]1[CH:22]=[CH:23][CH:24]=[CH:25][CH:26]=1)[C:7]([NH:9][CH2:10][CH2:11][CH2:12][CH2:13][CH2:14][CH2:15][C:16]([O:18][CH3:19])=[O:17])=[O:8] |f:1.2|. Procedure details: (±)-7-[[2-[(Acetylthio)methyl]-1-oxo-3-phenylpropyl]amino]heptanoic acid, methyl ester (1.43 g., 3.77 mmole) is dissolved in methanol (30 ml.) by warming, and then chilled in an ice bath under nitrogen. 1N Sodium hydroxide (3.77 ml., 1.0 eq.) is added dropwise over 10 minutes to this solution. The mixture is stirred at 0° for ten minutes and then allowed to warm to room temperature and stirred for one hour. The mixture is concentrated in vacuo to remove all the methanol. The residue is diluted w... The reactants are BrC1=CC(=C(C=C1)O)Cl (4-bromo-2-chlorophenol), [OH-].[K+] (potassium hydroxide), ClC(C(=O)C1=CC=CC=C1)(F)F (2-Chloro-2,2-difluoroacetophenone). Run in C(C)#N (acetonitrile). Conditions: temperature 80 celsius, time 40 hour. The product is BrC1=CC(=C(C=C1)OC(F)F)Cl (4-bromo-2-chloro-1-(difluoromethoxy)benzene). Isolated yield 52.0%. Reaction SMILES: [Br:1][C:2]1[CH:7]=[CH:6][C:5]([OH:8])=[C:4]([Cl:9])[CH:3]=1.[OH-].[K+].Cl[C:13]([F:23])([F:22])C(C1C=CC=CC=1)=O>C(#N)C>[Br:1][C:2]1[CH:7]=[CH:6][C:5]([O:8][CH:13]([F:23])[F:22])=[C:4]([Cl:9])[CH:3]=1 |f:1.2|. Procedure details: A solution of 4-bromo-2-chlorophenol (830 mg) and a 30% potassium hydroxide solution (16 mL) in acetonitrile (16 mL) was cooled to −78° C. 2-Chloro-2,2-difluoroacetophenone (2.95 mL) was added and the mixture was stirred at 80° C. for 40 hours. The reaction solution was cooled to room temperature and extracted with diethyl ether. The organic layer was washed with water and brine, dried over anhydrous magnesium sulfate and filtered. The solvent was then evaporated under reduced pressure. The resi... Reactants: C(#N)C=1C=NC=2CC=3C(=CC2C1N(C=O)C1=CC(=C(C(=C1)OC)OC)OC)N=CN3 (7-cyanoimidazo[4,5-g]quinolin-8-yl(3,4,5-trimethoxyphenyl)formamide), C([O-])([O-])=O.[K+].[K+] (potassium carbonate). The solvent is CO (methanol), O (water), CC(=O)O (AcOH). Product: COC=1C=C(NC2=C(C=NC=3CC=4C(=CC23)N=CN4)C#N)C=C(C1OC)OC (8-(3,4,5-Trimethoxyanilino)imidazo[4,5-g]quinoline-7-carbonitrile). Isolated yield 68.4%. Reaction SMILES: [C:1]([C:3]1[CH:4]=[N:5][C:6]2[CH2:7][C:8]3[C:9]([N:28]=[CH:29][N:30]=3)=[CH:10][C:11]=2[C:12]=1[N:13]([C:16]1[CH:21]=[C:20]([O:22][CH3:23])[C:19]([O:24][CH3:25])=[C:18]([O:26][CH3:27])[CH:17]=1)C=O)#[N:2].C(=O)([O-])[O-].[K+].[K+]>CO.O.CC(O)=O>[CH3:27][O:26][C:18]1[CH:17]=[C:16]([CH:21]=[C:20]([O:22][CH3:23])[C:19]=1[O:24][CH3:25])[NH:13][C:12]1[C:11]2[CH:10]=[C:9]3[N:28]=[CH:29][N:30]=[C:8]3[CH2:7][C:6]=2[N:5]=[CH:4][C:3]=1[C:1]#[N:2] |f:1.2.3|. Procedure details: A suspension of 138.6 mg (0.34 mmol) of 7-cyanoimidazo[4,5-g]quinolin-8-yl(3,4,5-trimethoxyphenyl)formamide and 229.1 mg (1.66 mmol) of potassium carbonate in 10 mL of methanol is refluxed for 2 hours. After cooling, the solution is diluted with water and neutralized to pH 7 with AcOH. The precipitate is collected by filtration and washed with water, diethyl ether and ethyl acetate. After drying in vacuo, this yields a crude product. Purification of the crude product by flash chromatography (elu... Reactants: C(Cl)C1CO1 (epichlorhydrin), CSC1=C(C=CC=C1)O (2-(methylthio)phenol), C(CCCCCCC)N (n-octylamine). The product is Cl.CSC1=C(OCC(CNCCCCCCCC)O)C=CC=C1 (1-[2-(methylthio)phenoxy]-3-(octylamino)-2-propanol hydrochloride). The yield is 18.0%. As a reaction SMILES: [CH2:1]([CH:3]1[O:5][CH2:4]1)[Cl:2].[CH3:6][S:7][C:8]1[CH:13]=[CH:12][CH:11]=[CH:10][C:9]=1[OH:14].[CH2:15]([NH2:23])[CH2:16][CH2:17][CH2:18][CH2:19][CH2:20][CH2:21][CH3:22]>>[ClH:2].[CH3:6][S:7][C:8]1[CH:13]=[CH:12][CH:11]=[CH:10][C:9]=1[O:14][CH2:1][CH:3]([OH:5])[CH2:4][NH:23][CH2:15][CH2:16][CH2:17][CH2:18][CH2:19][CH2:20][CH2:21][CH3:22] |f:3.4|. Procedure details: Reaction of the epichlorhydrin derivative of 2-(methylthio)phenol (14 g., 0.071 mole) with n-octylamine (9.04 g., 0.07 mole) according to the procedure of Example 2(b) and crystallization of the crude product from methanol-ether affords an 18% yield of analytically pure 1-[2-(methylthio)phenoxy]-3-(octylamino)-2-propanol hydrochloride, m.p. 105.5°-107.5° (corr.). The reactants are O=C1COc2ccc(Br)nc2N1, O=C([O-])[O-], COc1ccc(CCl)cc1, [Cs+], [Cs+], CN(C)C=O. Yields the product COc1ccc(CN2C(=O)COc3ccc(Br)nc32)cc1. Reaction SMILES: [Br:1][c:2]1[cH:3][cH:4][c:5]2[c:10]([n:11]1)[NH:9][C:8](=[O:12])[CH2:7][O:6]2.[C:23](=[O:24])([O-:25])[O-:26].[CH3:13][O:14][c:15]1[cH:16][cH:17][c:18]([CH2:19][Cl:20])[cH:21][cH:22]1.[Cs+:27].[Cs+:28].[O:29]=[CH:30][N:31]([CH3:32])[CH3:33]>>[Br:1][c:2]1[cH:3][cH:4][c:5]2[c:10]([n:11]1)[N:9]([CH2:19][c:18]1[cH:17][cH:16][c:15]([O:14][CH3:13])[cH:22][cH:21]1)[C:8](=[O:12])[CH2:7][O:6]2. RXN SMILES: [N:1]([CH2:4][CH2:5][CH2:6][C:7]([N:9]1[C:17]2[C:12](=[C:13]([O:21][CH:22]([CH2:28][O:29]C(=O)C)[CH2:23][O:24]C(=O)C)[CH:14]=[CH:15][C:16]=2[N+:18]([O-:20])=[O:19])[CH2:11][CH2:10]1)=[O:8])=[N+:2]=[N-:3].[OH-].[Na+]>CO.O>[N:1]([CH2:4][CH2:5][CH2:6][C:7]([N:9]1[C:17]2[C:12](=[C:13]([O:21][CH:22]([CH2:28][OH:29])[CH2:23][OH:24])[CH:14]=[CH:15][C:16]=2[N+:18]([O-:20])=[O:19])[CH2:11][CH2:10]1)=[O:8])=[N+:2]=[N-:3] |f:1.2|. The reactants are N(=[N+]=[N-])CCCC(=O)N1CCC2=C(C=CC(=C12)[N+](=O)[O-])OC(COC(C)=O)COC(C)=O (1-(4-Azidobutanoyl)-4-(1,3-diacetoxypropan-2-yloxy)-7-nitroindoline), [OH-].[Na+] (NaOH). The product is N(=[N+]=[N-])CCCC(=O)N1CCC2=C(C=CC(=C12)[N+](=O)[O-])OC(CO)CO (1-(4-Azidobutanoyl)-4-(1,3-dihydroxypropan-2-yloxy)-7-nitroindoline). Reported procedure: A solution of 26 (0.76 g, 1.7 mmol) in MeOH (85 mL), water (8.5 mL) and 1 M aq. NaOH (4.1 mL, 4.1 mmol) was stirred at room temperature for 2 min, quenched with 1 M citric acid (8.5 mL) and concentrated under reduced pressure to ˜20 mL. The solution was diluted with water (30 mL), washed with EtOAc (3×50 mL) and the combined organic washings were washed with saturated aq. NaHCO3 and brine, dried and evaporated to a brown viscous oil which after trituration with Et2O gave 27 (0.49 g, 78%) as yell... Yield: 78.9%. Solvent: CO (MeOH), O (water). Reactants: ClC(C=O)(C(C)C)Cl (2,2-dichloro-3-methylbutyraldehyde), C(C)#N (acetonitrile), C(C1=CC=CC=C1)OCC=O (benzyloxyacetaldehyde), N (ammonia). Reaction conditions: time 15 hour. Product: C(C1=CC=CC=C1)OCC=1NC=C(N1)C(C)C (2-(benzyloxymethyl)-4-isopropyl-1H-imidazole). As a reaction SMILES: Cl[C:2](Cl)([CH:5](C)C)[CH:3]=O.[CH2:9]([O:16][CH2:17][CH:18]=O)[C:10]1[CH:15]=[CH:14][CH:13]=[CH:12][CH:11]=1.[NH3:20].[C:21](#[N:23])[CH3:22]>>[CH2:9]([O:16][CH2:17][C:18]1[NH:23][CH:21]=[C:22]([CH:2]([CH3:5])[CH3:3])[N:20]=1)[C:10]1[CH:15]=[CH:14][CH:13]=[CH:12][CH:11]=1. Procedure details: In 200 ml of acetonitrile was dissolved 53 g (339 mmol) of 2,2-dichloro-3-methylbutyraldehyde (1). Then, at 0° C., 45 g of benzyloxyacetaldehyde (2c)and 400 ml of aqueous ammonia (28%)were added. The mixture was stirred at room temperature for 15 hours. This reaction mixture was concentrated under reduced pressure and the residue was extracted with methylene chloride. The extract was washed with saturated brine, dried over sodium sulfate, and filtered. The filtrate was concentrated under reduced... Reactants: NCC1=NN(N=C1C)C[C@H]1N(C([C@H]1NC(\C(\C=1N=C(SC1)N)=N/OC1(CC1)C(=O)O)=O)=O)S(=O)(=O)O (1-(((Z)-(2-(((2R,3S)-2-((4-(aminomethyl)-5-methyl-2H-1,2,3-triazol-2-yl)methyl)-4-oxo-1-sulfoazetidin-3-yl)amino)-1-(2-aminothiazol-4-yl)-2-oxoethylidene)amino)oxy)cyclopropanecarboxylic acid), C(C)(C)(C)OC(=O)NCCCN(C(OC(C)(C)C)=O)C(N1N=CC=C1)=NC(=O)OC(C)(C)C (tert-butyl (3-((tert-butoxycarbonyl)amino)propyl)(((tert-butoxycarbonyl)imino)(1H-pyrazol-1-yl)methyl)carbamate), CCN(C(C)C)C(C)C (DIPEA). Run in CN(C)C=O (DMF). Reaction conditions: time 16 hour. The product is NC=1SC=C(N1)/C(/C(=O)N[C@H]1[C@H](N(C1=O)S(=O)(=O)O)CN1N=C(C(=N1)CN/C(/N(CCCNC(OC(C)(C)C)=O)C(=O)OC(C)(C)C)=N/C(=O)OC(C)(C)C)C)=N/OC1(CC1)C(=O)O (1-(((Z)-(1-(2-aminothiazol-4-yl)-2-(((2R,3S)-2-((4-((Z)-4-(tert-butoxycarbonyl)-3-((tert-butoxycarbonyl)imino)-11,11-dimethyl-9-oxo-10-oxa-2,4,8-triazadodecyl)-5-methyl-2H-1,2,3-triazol-2-yl)methyl)-4-oxo-1-sulfoazetidin-3-yl)amino)-2-oxoethylidene)amino)oxy)cyclopropanecarboxylic acid). Reaction SMILES: [NH2:1][CH2:2][C:3]1[C:7]([CH3:8])=[N:6][N:5]([CH2:9][C@@H:10]2[C@H:13]([NH:14][C:15](=[O:31])/[C:16](=[N:23]\[O:24][C:25]3([C:28]([OH:30])=[O:29])[CH2:27][CH2:26]3)/[C:17]3[N:18]=[C:19]([NH2:22])[S:20][CH:21]=3)[C:12](=[O:32])[N:11]2[S:33]([OH:36])(=[O:35])=[O:34])[N:4]=1.[C:37]([O:41][C:42]([NH:44][CH2:45][CH2:46][CH2:47][N:48]([C:56](=[N:62][C:63]([O:65][C:66]([CH3:69])([CH3:68])[CH3:67])=[O:64])N1C=CC=N1)[C:49](=[O:55])[O:50][C:51]([CH3:54])([CH3:53])[CH3:52])=[O:43])([CH3:40])([CH3:39])[CH3:38].CCN(C(C)C)C(C)C>CN(C=O)C>[NH2:22][C:19]1[S:20][CH:21]=[C:17](/[C:16](=[N:23]/[O:24][C:25]2([C:28]([OH:30])=[O:29])[CH2:27][CH2:26]2)/[C:15]([NH:14][C@@H:13]2[C:12](=[O:32])[N:11]([S:33]([OH:36])(=[O:34])=[O:35])[C@@H:10]2[CH2:9][N:5]2[N:4]=[C:3]([CH2:2][NH:1]/[C:56](=[N:62]/[C:63]([O:65][C:66]([CH3:69])([CH3:68])[CH3:67])=[O:64])/[N:48]([C:49]([O:50][C:51]([CH3:52])([CH3:53])[CH3:54])=[O:55])[CH2:47][CH2:46][CH2:45][NH:44][C:42](=[O:43])[O:41][C:37]([CH3:40])([CH3:39])[CH3:38])[C:7]([CH3:8])=[N:6]2)=[O:31])[N:18]=1. Reported procedure: To a soln of 1-(((Z)-(2-(((2R,3S)-2-((4-(aminomethyl)-5-methyl-2H-1,2,3-triazol-2-yl)methyl)-4-oxo-1-sulfoazetidin-3-yl)amino)-1-(2-aminothiazol-4-yl)-2-oxoethylidene)amino)oxy)cyclopropanecarboxylic acid (33.9 mg, 0.062 mmol) and tert-butyl (3-((tert-butoxycarbonyl)amino)propyl)(((tert-butoxycarbonyl)imino)(1H-pyrazol-1-yl)methyl)carbamate (54.2 mg, 0.116 mmol) in DMF (624 μl) at 0° C. was added DIPEA (32.7 μl, 0.187 mmol). After stirring at rt for 16 h, the solution was concentrated in vacuo a... Starting materials: ClC1=C(C=CC(=C1)Cl)/C=C/C(=O)O ((2E)-3-(2,4-Dichlorophenyl)acrylic acid), OS(=O)(=O)O (H2SO4), C(C)O (ethanol). The product is ClC1=C(C=CC(=C1)Cl)/C=C/C(=O)OCC (ethyl (2E)-3-(2,4-dichlorophenyl)acrylate). Reaction SMILES: [Cl:1][C:2]1[CH:7]=[C:6]([Cl:8])[CH:5]=[CH:4][C:3]=1/[CH:9]=[CH:10]/[C:11]([OH:13])=[O:12].OS(O)(=O)=O.[CH2:19](O)[CH3:20]>>[Cl:1][C:2]1[CH:7]=[C:6]([Cl:8])[CH:5]=[CH:4][C:3]=1/[CH:9]=[CH:10]/[C:11]([O:13][CH2:19][CH3:20])=[O:12]. Reported procedure: To a stirred solution of (2E)-3-(2,4-Dichlorophenyl)acrylic acid (10 g, 46 mmol) in ethanol (60 ml) was added conc. H2SO4 (2.5 ml). The mixture was heated to reflux and for 48 H, then allowed to cool, concentrated in vacuo, dissolved in ethyl acetate, washed three times with 4N NaOH, dried over sodium sulfate and concentrated in vacuo to afford ethyl (2E)-3-(2,4-dichlorophenyl)acrylate (10.7 g) as pale brown crystals. 1H NMR δ (ppm)(CDCl3): 8.00 (1 H, d, J=16.1 Hz), 7.55 (1 H, d, J=8.5 Hz), 7.44... Starting materials: P(=O)(Cl)(Cl)Cl (Phosphorus oxychloride), BrC=1C=C2C=CNC2=CC1Cl (5-bromo-6-chloro-1H-indole), CN(C)C=O (DMF), [OH-].[Na+] (sodium hydroxide), O (water), CN(C)C=O (DMF). Run at time 5 minute. Yields the product BrC=1C=C2C(=CNC2=CC1Cl)C=O (5-bromo-6-chloro-1H-indole-3-carbaldehyde). Yield: 90.0%. RXN SMILES: P(Cl)(Cl)(Cl)=O.[Br:6][C:7]1[CH:8]=[C:9]2[C:13](=[CH:14][C:15]=1[Cl:16])[NH:12][CH:11]=[CH:10]2.[OH-].[Na+].O.CN([CH:23]=[O:24])C>>[Br:6][C:7]1[CH:8]=[C:9]2[C:13](=[CH:14][C:15]=1[Cl:16])[NH:12][CH:11]=[C:10]2[CH:23]=[O:24] |f:2.3|. Procedure details: A round-bottom flask was charged with DMF (54 mL). Phosphorus oxychloride (6.21 mL, 66.8 mmol) was added dropwise over 5 minutes, and the reaction mixture was stirred at room temperature for an additional 5 minutes. A solution of 5-bromo-6-chloro-1H-indole (7700 mg, 33.41 mmol) in DMF (7 mL) was added dropwise to the reaction mixture, which caused a precipitate to form. The reaction mixture was then heated to 95° C. for 25 minutes. The reaction mixture was treated with 1N aqueous sodium hydroxid...